This data is from the Open Reaction Database (ORD), a public repository of structured organic reaction records. The task is: describe an organic reaction: reactants, conditions, products, and yield The reactants are COC1(OC2=C(CC1)C(=C(C(=C2C)C)OC)C)C (rac.-2,6-dimethoxy-3,4-dihydro-2,5,7,8-tetramethyl-2H-1-benzopyran), CC(=O)C (acetone), Cl (hydrochloric acid). Run in O (water). Yields the product COC=1C(=C(C2=C(CCC(O2)(O)C)C1C)C)C (rac.-6-methoxy-3,4-dihydro-2,5,7,8-tetramethyl-2H-1-benzopyran-2-ol). RXN SMILES: C[O:2][C:3]1([CH3:18])[CH2:8][CH2:7][C:6]2[C:9]([CH3:17])=[C:10]([O:15][CH3:16])[C:11]([CH3:14])=[C:12]([CH3:13])[C:5]=2[O:4]1.CC(C)=O.Cl>O>[CH3:16][O:15][C:10]1[C:11]([CH3:14])=[C:12]([CH3:13])[C:5]2[O:4][C:3]([CH3:18])([OH:2])[CH2:8][CH2:7][C:6]=2[C:9]=1[CH3:17]. Reported procedure: A mixture of 84.3 g (0.337 mole) of rac.-2,6-dimethoxy-3,4-dihydro-2,5,7,8-tetramethyl-2H-1-benzopyran, 370 ml of acetone, 300 ml of water, and 2.5 ml of conc. hydrochloric acid was distilled until the distillate temperature reached 90° C. After being cooled, the mixture was diluted with water and extracted three times with ether. The ether extracts were combined, washed with saturated brine, dried (MgSO4), filtered, and concentrated in vacuo. The residue was recrystallized from aqueous acetone ... Starting materials: BrC=1C=C(C=CC1)O (3-bromophenol), [H-].[Na+] (NaH), C(C)OC(CBr)OCC (bromoacetaldehyde diethyl acetal). The solvent is CN(C)C=O (DMF), CN(C)C=O (DMF). Reaction conditions: temperature 100 celsius, time 30 minute. Yields the product BrC1=CC(=CC=C1)OCC(OCC)OCC (1-Bromo-3-(2,2-diethoxy-ethoxy)-benzene). Reaction SMILES: [H-].[Na+].[Br:3][C:4]1[CH:5]=[C:6]([OH:10])[CH:7]=[CH:8][CH:9]=1.[CH2:11]([O:13][CH:14]([O:17][CH2:18][CH3:19])[CH2:15]Br)[CH3:12]>CN(C=O)C>[Br:3][C:4]1[CH:9]=[CH:8][CH:7]=[C:6]([O:10][CH2:15][CH:14]([O:17][CH2:18][CH3:19])[O:13][CH2:11][CH3:12])[CH:5]=1 |f:0.1|. Reported procedure: To a suspension of NaH (2.77 g, 115.6 mmol) in DMF (100 mL) at 0° C. was added a solution of 3-bromophenol 3-1 in DMF (40 mL) over 40 min. After the addition was complete, the solution was stirred for an additional 30 min. The solution was then treated with neat bromoacetaldehyde diethyl acetal (17.36 g, 115.6 mmol). The solution was heated at 100° C. for 8 h, cooled to room temperature, and extracted with Et2O (3×200 mL). The combined organic extracts were washed with 10% aq. NaOH (100 mL) and ... As a reaction SMILES: [CH:1]1([CH:6]=[C:7]([C:18]2[NH:29][C:21]3=[N:22][CH:23]=[C:24]([CH2:26][O:27][CH3:28])[CH:25]=[C:20]3[CH:19]=2)[C:8]2[CH:13]=[CH:12][C:11]([S:14]([CH3:17])(=[O:16])=[O:15])=[CH:10][CH:9]=2)[CH2:5][CH2:4][CH2:3][CH2:2]1>[Pd].CO>[CH:1]1([CH2:6][CH:7]([C:18]2[NH:29][C:21]3=[N:22][CH:23]=[C:24]([CH2:26][O:27][CH3:28])[CH:25]=[C:20]3[CH:19]=2)[C:8]2[CH:13]=[CH:12][C:11]([S:14]([CH3:17])(=[O:16])=[O:15])=[CH:10][CH:9]=2)[CH2:5][CH2:4][CH2:3][CH2:2]1. The reagents and catalysts are [Pd] (palladium on activated carbon). Isolated yield 19.4%. Starting materials: C1(CCCC1)C=C(C1=CC=C(C=C1)S(=O)(=O)C)C1=CC=2C(=NC=C(C2)COC)N1 (2-[2-cyclopentyl-1-(4-methanesulfonyl-phenyl)-vinyl]-5-methoxymethyl-1H-pyrrolo[2,3-b]pyridine). Procedure details: A mixture of 2-[2-cyclopentyl-1-(4-methanesulfonyl-phenyl)-vinyl]-5-methoxymethyl-1H-pyrrolo[2,3-b]pyridine (411 mg, 1.09) and 10% palladium on activated carbon (100 mg) in methanol (250 mL) was heated at 50° C. under hydrogen (50 psi) for 6 h. The mixture was cooled to room temperature before The catalyst was removed by filtration and washed with ethyl acetate. The filtrate was concentrated in vacuo and purified using a Waters automated flash system (column: Xterra 30 mm×100 mm, sample manager ... Solvent: CO (methanol). Run at temperature 50 celsius. The product is C1(CCCC1)CC(C1=CC=C(C=C1)S(=O)(=O)C)C1=CC=2C(=NC=C(C2)COC)N1 (2-[2-cyclopentyl-1-(4-methanesulfonyl-phenyl)-ethyl]-5-methoxymethyl-1H-pyrrolo[2,3-b]pyridine).